From a dataset of the Open Reaction Database (ORD), a public repository of structured organic reaction records. describe an organic reaction: reactants, conditions, products, and yield Procedure: Chloromethyl phenyl sulfoxide (170 mg, 1.1 mmol) of example 21 was dissolved in dry diethyl ether (5 mL) under an argon atmosphere. Cumene (145 mg, 1.1 eq) was added to the previous solution and the mixture was cooled to a temperature below −60° C. After stabilizing the temperature, trifluoromethanesulfonic anhydride (0.184 mL, 1 eq) was added slowly maintaining the same temperature. The mixture was stirred until the reaction was complete. The orange precipitated triflate salt was quickly filter... Yields the product [O-]S(=O)(=O)C(F)(F)F.ClC[S+](C1=CC=CC=C1)C1=C(C=CC=C1)C(C)C ((chloromethyl)(isopropylphenyl)(phenyl)sulfonium triflate). The solvent is C(C)OCC (diethyl ether). As a reaction SMILES: [C:1]1([S:7]([CH2:9][Cl:10])=O)[CH:6]=[CH:5][CH:4]=[CH:3][CH:2]=1.[C:11]1([CH:17]([CH3:19])[CH3:18])[CH:16]=[CH:15][CH:14]=[CH:13][CH:12]=1.[F:20][C:21]([F:34])([F:33])[S:22]([O:25]S(C(F)(F)F)(=O)=O)(=[O:24])=[O:23]>C(OCC)C>[O-:25][S:22]([C:21]([F:34])([F:33])[F:20])(=[O:24])=[O:23].[Cl:10][CH2:9][S+:7]([C:12]1[CH:13]=[CH:14][CH:15]=[CH:16][C:11]=1[CH:17]([CH3:19])[CH3:18])[C:1]1[CH:6]=[CH:5][CH:4]=[CH:3][CH:2]=1 |f:4.5|. Starting materials: C1(=CC=CC=C1)C(C)C (Cumene), C1(=CC=CC=C1)S(=O)CCl (Chloromethyl phenyl sulfoxide), FC(S(=O)(=O)OS(=O)(=O)C(F)(F)F)(F)F (trifluoromethanesulfonic anhydride). The reactants are O=C1CCC(=O)N1Br, O=C(OOC(=O)c1ccccc1)c1ccccc1, ClC(Cl)(Cl)Cl, Cc1cccc2nn(-c3ccc(C(F)(F)F)cc3)cc12, O. Product: FC(F)(F)c1ccc(-n2cc3c(CBr)cccc3n2)cc1. RXN SMILES: [Br:1][N:2]1[C:3](=[O:4])[CH2:5][CH2:6][C:7]1=[O:8].[C:29]([O:30][O:31][C:32](=[O:33])[c:34]1[cH:35][cH:36][cH:37][cH:38][cH:39]1)(=[O:40])[c:41]1[cH:42][cH:43][cH:44][cH:45][cH:46]1.[C:47]([Cl:48])([Cl:49])([Cl:50])[Cl:51].[CH3:9][c:10]1[c:11]2[cH:12][n:13](-[c:19]3[cH:20][cH:21][c:22]([C:25]([F:26])([F:27])[F:28])[cH:23][cH:24]3)[n:14][c:15]2[cH:16][cH:17][cH:18]1.[OH2:52]>>[Br:1][CH2:9][c:10]1[c:11]2[cH:12][n:13](-[c:19]3[cH:20][cH:21][c:22]([C:25]([F:26])([F:27])[F:28])[cH:23][cH:24]3)[n:14][c:15]2[cH:16][cH:17][cH:18]1. The reactants are S(=O)(=O)(OC)OC (Dimethyl sulfate), C(CCCCCCC)N (n-octylamine), [OH-].[Na+] (sodium hydroxide), CN(C=O)C (dimethyl formamide), CNC (dimethylamine). The solvent is C1(=CC=CC=C1)C (toluene), O (water). Run at temperature 50 celsius. Yields the product CN(C=NCCCCCCCC)C (N,N-Dimethyl-N'-octylformamidine). Isolated yield 96.6%. As a reaction SMILES: S(OC)(OC)(=O)=O.[CH3:8][N:9]([CH3:12])[CH:10]=O.[CH2:13]([NH2:21])[CH2:14][CH2:15][CH2:16][CH2:17][CH2:18][CH2:19][CH3:20].CNC.[OH-].[Na+]>C1(C)C=CC=CC=1.O>[CH3:8][N:9]([CH3:12])[CH:10]=[N:21][CH2:13][CH2:14][CH2:15][CH2:16][CH2:17][CH2:18][CH2:19][CH3:20] |f:4.5|. Procedure: Dimethyl sulfate (34.7 g, 0.27 mole) was placed in a 300 ml 3-necked round bottom flask equipped with a heating mantle, magnetic stirrer, thermometer, addition funnel and calcium chloride drying tube. The reaction was stirred and warmed to 50° C. Heating was discontinued and dimethyl formamide (26 g, 0.36 mole) was added over a 10 minute period. The reaction temperature gradually rose to 85° C. The reaction was stirred an additional hour during which time the temperature fell to 45° C. The react... Reactants: ClC=1C=NC=C(C1SC1=C(C=C(S1)C(=O)Cl)[N+](=O)[O-])Cl (5-[(3,5-dichloro-4-pyridyl)sulfanyl]-4-nitro-thiophene-2-carbonyl chloride), N1(CCCCC1)CCCN (3-(piperidine-1-yl)propylamine). The product is ClC=1C=NC=C(C1SC1=C(C=C(S1)C(=O)NCCCN1CCCCC1)[N+](=O)[O-])Cl (5-((3,5-dichloropyridin-4-yl)thio)-4-nitro-N-(3-(piperidin-1-yl)propyl)thiophene-2-carboxamide), solid. Isolated yield 39.0%. Reaction SMILES: [Cl:1][C:2]1[CH:3]=[N:4][CH:5]=[C:6]([Cl:20])[C:7]=1[S:8][C:9]1[S:13][C:12]([C:14](Cl)=[O:15])=[CH:11][C:10]=1[N+:17]([O-:19])=[O:18].[N:21]1([CH2:27][CH2:28][CH2:29][NH2:30])[CH2:26][CH2:25][CH2:24][CH2:23][CH2:22]1>>[Cl:1][C:2]1[CH:3]=[N:4][CH:5]=[C:6]([Cl:20])[C:7]=1[S:8][C:9]1[S:13][C:12]([C:14]([NH:30][CH2:29][CH2:28][CH2:27][N:21]2[CH2:26][CH2:25][CH2:24][CH2:23][CH2:22]2)=[O:15])=[CH:11][C:10]=1[N+:17]([O-:19])=[O:18]. Procedure: Prepared according to the procedure described for example 50 from 5-[(3,5-dichloro-4-pyridyl)sulfanyl]-4-nitro-thiophene-2-carbonyl chloride (100 mg, 0.27 mmol) and 3-(piperidine-1-yl)propylamine (46 mg, 0.32 mmol). The title compound was obtained as a solid (50 mg, 39% yield). 1H NMR (400 MHz, d6-DMSO) δ: 9.37 (1H, m), 9.03 (2H, s), 8.46 (1H, s), 7.32 (2H, dd), 7.20 (2H, dd), 4.43 (2H, m). MS m/z: 475.09, 477.08 [M+H]+.